This data is from the Open Reaction Database (ORD), a public repository of structured organic reaction records. The task is: describe an organic reaction: reactants, conditions, products, and yield Starting materials: Cl.Cl.N1C(=CC=2C1=CN=CC2)CN ((1H-pyrrolo[2,3-c]pyridin-2-yl)methylamine dihydrochloride), C(C1=CN=CC=C1)(=O)O (nicotinic acid), C(C)(C)N(CC)C(C)C (diisopropylethylamine), CCN=C=NCCCN(C)C (EDCI), C=1C=CC2=C(C1)N=NN2O (HOBt). The solvent is C(Cl)Cl (methylene chloride), CN(C)C=O (DMF). Run at time 18 hour. Product: Cl.Cl.N1C(=CC=2C1=CN=CC2)CNC(C2=CN=CC=C2)=O (N-(1H-pyrrolo[2,3-c]pyridin-2-ylmethyl)nicotinamide dihydrochloride). Isolated yield 38.1%. Reaction SMILES: [ClH:1].Cl.[NH:3]1[C:7]2=[CH:8][N:9]=[CH:10][CH:11]=[C:6]2[CH:5]=[C:4]1[CH2:12][NH2:13].[C:14](O)(=[O:21])[C:15]1[CH:20]=[CH:19][CH:18]=[N:17][CH:16]=1.C(N(C(C)C)CC)(C)C.CCN=C=NCCCN(C)C.C1C=CC2N(O)N=NC=2C=1>C(Cl)Cl.CN(C=O)C>[ClH:1].[ClH:1].[NH:3]1[C:7]2=[CH:8][N:9]=[CH:10][CH:11]=[C:6]2[CH:5]=[C:4]1[CH2:12][NH:13][C:14](=[O:21])[C:15]1[CH:20]=[CH:19][CH:18]=[N:17][CH:16]=1 |f:0.1.2,9.10.11|. Reported procedure: A mixture of (1H-pyrrolo[2,3-c]pyridin-2-yl)methylamine dihydrochloride (Example 84) (110 mg, 0.50 mmol), nicotinic acid (62 mg, 0.50 mmol), diisopropylethylamine (0.44 mL, 2.5 mmol), EDCI (110 mg, 0.55 mmol) and HOBt (cat.) in methylene chloride (2.9 mL) and DMF (3 mL) was stirred at room temperature under a nitrogen atmosphere overnight (18 h). The reaction mixture was concentrated to dryness under reduced pressure. The residue was diluted with water. The water layer was concentrated to drynes... Reactants: ice water, S(=O)(Cl)Cl (thionyl chloride), CC=1N=NSC1C(=O)O (4-methyl-1,2,3-thiadiazole-5-carboxylic acid), [Cl-].[Al+3].[Cl-].[Cl-] (aluminum chloride), C1=CC=CC=C1 (benzene). Conditions: time 2 hour. Yields the product C(C1=CC=CC=C1)(=O)C1=C(N=NS1)C (5-benzoyl-4-methyl-1,2,3-thiadiazole). The yield is 97.0%. Reaction SMILES: S(Cl)(Cl)=O.[CH3:5][C:6]1[N:7]=[N:8][S:9][C:10]=1[C:11]([OH:13])=O.[Cl-].[Al+3].[Cl-].[Cl-].[CH:18]1[CH:23]=[CH:22][CH:21]=[CH:20][CH:19]=1>>[C:11]([C:10]1[S:9][N:8]=[N:7][C:6]=1[CH3:5])(=[O:13])[C:18]1[CH:23]=[CH:22][CH:21]=[CH:20][CH:19]=1 |f:2.3.4.5|. Procedure: To 2.0 g (15 mimol) of thionyl chloride was added 0.50 g (3.5 mmol) of 4-methyl-1,2,3-thiadiazole-5-carboxylic acid. After heating the mixture with stirring for 2 hours, the thionyl chloride was distilled off under reduced pressure, and the residue was added to a solution of 1.8 g (15 mmol) of aluminum chloride in 20 ml benzene and made to react with heating for 3 hours. After the reaction was completed, the reaction mixture was poured into ice water, the objective product was extracted with eth... Yields the product Cc1cc(C(C)(C)O)ncc1Br. Reactants: Cc1cc(Br)ncc1Br, CC(C)=O, Cc1ccccc1, [Li]CCCC. RXN SMILES: [Br:1][c:2]1[n:3][cH:4][c:5]([Br:9])[c:6]([CH3:8])[cH:7]1.[CH3:15][C:16]([CH3:17])=[O:18].[CH3:19][c:20]1[cH:21][cH:22][cH:23][cH:24][cH:25]1.[Li:10][CH2:11][CH2:12][CH2:13][CH3:14]>>[c:2]1([C:16]([CH3:15])([CH3:17])[OH:18])[n:3][cH:4][c:5]([Br:9])[c:6]([CH3:8])[cH:7]1.